This data is from the Open Reaction Database (ORD), a public repository of structured organic reaction records. The task is: describe an organic reaction: reactants, conditions, products, and yield Yields the product COC(=O)c1ccc(N)cc1OS(C)(=O)=O, Cl. The reactants are COC(=O)c1ccc([N+](=O)[O-])cc1OS(C)(=O)=O, CC(=O)O, Cl. RXN SMILES: [CH3:1][S:2](=[O:3])(=[O:4])[O:5][c:6]1[c:7]([C:8](=[O:9])[O:10][CH3:11])[cH:12][cH:13][c:14]([N+:16]([O-:17])=[O:18])[cH:15]1.[CH3:20][C:21](=[O:22])[OH:23].[ClH:19]>>[CH3:1][S:2](=[O:3])(=[O:4])[O:5][c:6]1[c:7]([C:8](=[O:9])[O:10][CH3:11])[cH:12][cH:13][c:14]([NH2:16])[cH:15]1.[ClH:19].